Task: describe an organic reaction: reactants, conditions, products, and yield. Dataset: the Open Reaction Database (ORD), a public repository of structured organic reaction records Reactants: COC1=CC=C(C=C1)C(C=O)=C(Cl)C1=CC=C(C=C1)OC (2,3-bis(4-methoxyphenyl)-3-chloro-acrylaldehyde), Cl.NO (hydroxylamine hydrochloride). Solvent: N1=CC=CC=C1 (pyridine). The product is COC1=CC=C(C=C1)C(C=NO)=C(Cl)C1=CC=C(C=C1)OC (2,3-bis(4-methoxyphenyl)-3-chloro-acrylaldoxime). As a reaction SMILES: [CH3:1][O:2][C:3]1[CH:8]=[CH:7][C:6]([C:9](=[C:12]([C:14]2[CH:19]=[CH:18][C:17]([O:20][CH3:21])=[CH:16][CH:15]=2)[Cl:13])[CH:10]=O)=[CH:5][CH:4]=1.Cl.[NH2:23][OH:24]>N1C=CC=CC=1>[CH3:1][O:2][C:3]1[CH:8]=[CH:7][C:6]([C:9](=[C:12]([C:14]2[CH:19]=[CH:18][C:17]([O:20][CH3:21])=[CH:16][CH:15]=2)[Cl:13])[CH:10]=[N:23][OH:24])=[CH:5][CH:4]=1 |f:1.2|. Reported procedure: 30.2 g of 2,3-bis(4-methoxyphenyl)-3-chloro-acrylaldehyde (0.1 mol) were dissolved in 250 ml of pyridine and heated for half an hour on the steam bath together with 30 g of hydroxylamine hydrochloride. Then the solution was evaporated; the remaining solid substance was taken up with ethanol. The whole was boiled, suction-filtered and dried. The 2,3-bis(4-methoxyphenyl)-3-chloro-acrylaldoxime had a melting point of from 207° to 208° C (decomposition). The following compounds were prepared accordi... The reactants are disuccinimidyl ester, NCCCCCC(=O)O (6-aminocaproic acid), C1(CCCCC1)N=C=NC1CCCCC1 (dicyclohexylcarbodiimide), NCCCCCC(=O)O (6-aminocaproic acid), C1(CCCCC1)N=C=NC1CCCCC1 (dicyclohexylcarbodiimide). Run in CN(C=O)C (dimethylformamide), CN(C=O)C (dimethylformamide). Conditions: time 3 hour. The product is C1(CCCCC1)NC(NC1CCCCC1)=O (Dicyclohexyl urea). Reaction SMILES: NCCCCCC(O)=[O:8].[CH:10]1([N:16]=[C:17]=[N:18][CH:19]2[CH2:24][CH2:23][CH2:22][CH2:21][CH2:20]2)[CH2:15][CH2:14][CH2:13][CH2:12][CH2:11]1>CN(C)C=O>[CH:19]1([NH:18][C:17](=[O:8])[NH:16][CH:10]2[CH2:11][CH2:12][CH2:13][CH2:14][CH2:15]2)[CH2:24][CH2:23][CH2:22][CH2:21][CH2:20]1. Procedure: The 18 atom homobifunctional linker was then synthesized from 5.0 g disuccinimidyl ester intermediate dissolved in 150 ml dry dimethylformamide, 4.20 g 6-aminocaproic acid and 6.93 g dicyclohexylcarbodiimide. The 6-aminocaproic acid was added to the dimethylformamide solution, and the resulting reaction mixture was stirred under a nitrogen blanket for three hours at room temperature of about 22°. The dicyclohexylcarbodiimide was then added, and the reaction mixture was stirred under a nitrogen b...